Dataset: the Open Reaction Database (ORD), a public repository of structured organic reaction records. Task: describe an organic reaction: reactants, conditions, products, and yield Starting materials: [OH-].[Na+] (sodium hydroxide), C(C)NC(CCOC1=C(C=C(C=C1)C1=CC=C(C=C1)C(=O)OCC)C1=CC=2C(CCC(C2C=C1)(C)C)(C)C)CC (ethyl 4′-(3-ethylaminopentyloxy)-3′-(5,5,8,8-tetramethyl-5,6,7,8-tetrahydronaphth-2-yl)biphenyl-4-carboxylate). Solvent: O1CCCC1 (tetrahydrofuran). Yields the product C(C)NC(CCOC1=C(C=C(C=C1)C1=CC=C(C=C1)C(=O)O)C1=CC=2C(CCC(C2C=C1)(C)C)(C)C)CC (4′-(3-ethylaminopentyloxy)-3′-(5,5,8,8-tetramethyl-5,6,7,8-tetrahydronaphth-2-yl)biphenyl-4-carboxylic acid), solid. The yield is 90.0%. RXN SMILES: [OH-].[Na+].[CH2:3]([NH:5][CH:6]([CH2:41][CH3:42])[CH2:7][CH2:8][O:9][C:10]1[CH:15]=[CH:14][C:13]([C:16]2[CH:21]=[CH:20][C:19]([C:22]([O:24]CC)=[O:23])=[CH:18][CH:17]=2)=[CH:12][C:11]=1[C:27]1[CH:36]=[CH:35][C:34]2[C:33]([CH3:38])([CH3:37])[CH2:32][CH2:31][C:30]([CH3:40])([CH3:39])[C:29]=2[CH:28]=1)[CH3:4]>O1CCCC1>[CH2:3]([NH:5][CH:6]([CH2:41][CH3:42])[CH2:7][CH2:8][O:9][C:10]1[CH:15]=[CH:14][C:13]([C:16]2[CH:21]=[CH:20][C:19]([C:22]([OH:24])=[O:23])=[CH:18][CH:17]=2)=[CH:12][C:11]=1[C:27]1[CH:36]=[CH:35][C:34]2[C:33]([CH3:38])([CH3:37])[CH2:32][CH2:31][C:30]([CH3:40])([CH3:39])[C:29]=2[CH:28]=1)[CH3:4] |f:0.1|. Reported procedure: In a manner similar to that of Example 2a, by reaction of 250 mg (6.25 mmol) of sodium hydroxide with 340 mg (0.63 mmol) of ethyl 4′-(3-ethylaminopentyloxy)-3′-(5,5,8,8-tetramethyl-5,6,7,8-tetrahydronaphth-2-yl)biphenyl-4-carboxylate (Example 21 b) in 30 ml of tetrahydrofuran. 290 mg of 4′-(3-ethylaminopentyloxy)-3′-(5,5,8,8-tetramethyl-5,6,7,8-tetrahydronaphth-2-yl)biphenyl-4-carboxylic acid are obtained in the form of a white solid (m.p.=195° C., yield=90%). Run at temperature 40 celsius, time 2 hour. Yields the product CC1=C(N=C(O1)C1=CC=CC=C1)COC1=CC=C(CO\N=C(/C(=O)O)\C2=CC(=CC=C2)C(=C)C2=CC=CC=C2)C=C1 (Z-2-[4-(5-methyl-2-phenyl-4-oxazolylmethoxy)benzyloxyimino]-2-[3-(1-phenylvinyl)phenyl]acetic acid). Reaction SMILES: [OH-].[Na+].[CH3:3][C:4]1[O:8][C:7]([C:9]2[CH:14]=[CH:13][CH:12]=[CH:11][CH:10]=2)=[N:6][C:5]=1[CH2:15][O:16][C:17]1[CH:45]=[CH:44][C:20]([CH2:21][O:22]/[N:23]=[C:24](/[C:30]2[CH:35]=[CH:34][CH:33]=[C:32]([C:36]([C:38]3[CH:43]=[CH:42][CH:41]=[CH:40][CH:39]=3)=[CH2:37])[CH:31]=2)\[C:25]([O:27]CC)=[O:26])=[CH:19][CH:18]=1.CO.Cl>O1CCCC1>[CH3:3][C:4]1[O:8][C:7]([C:9]2[CH:10]=[CH:11][CH:12]=[CH:13][CH:14]=2)=[N:6][C:5]=1[CH2:15][O:16][C:17]1[CH:45]=[CH:44][C:20]([CH2:21][O:22]/[N:23]=[C:24](/[C:30]2[CH:35]=[CH:34][CH:33]=[C:32]([C:36]([C:38]3[CH:39]=[CH:40][CH:41]=[CH:42][CH:43]=3)=[CH2:37])[CH:31]=2)\[C:25]([OH:27])=[O:26])=[CH:19][CH:18]=1 |f:0.1|. The solvent is O1CCCC1 (tetrahydrofuran). Reported procedure: A 1N aqueous saturated solution of sodium hydroxide (5 ml) was added to a solution of ethyl Z-2-[4(5-methyl-2-phenyl-4-oxazolylmethoxy)benzyloxyimino]-2-[3-(1-phenylvinyl)phenyl]acetate (780 mg) in tetrahydrofuran (10 ml)-methanol (5 ml) and stirred at 40° C. for 2 hours. 1N hydrochloric acid (5.5 ml) was added to the reaction mixture and extracted with ethyl acetate. The ethyl acetate layer was washed with an aqueous saturated solution of sodium chloride, dried (MgSO4) and concentrated. The res... Yield: 94.5%. Reactants: Cl (hydrochloric acid), aqueous saturated solution, [OH-].[Na+] (sodium hydroxide), CC1=C(N=C(O1)C1=CC=CC=C1)COC1=CC=C(CO\N=C(/C(=O)OCC)\C2=CC(=CC=C2)C(=C)C2=CC=CC=C2)C=C1 (ethyl Z-2-[4(5-methyl-2-phenyl-4-oxazolylmethoxy)benzyloxyimino]-2-[3-(1-phenylvinyl)phenyl]acetate), CO (methanol).